This data is from the Open Reaction Database (ORD), a public repository of structured organic reaction records. The task is: describe an organic reaction: reactants, conditions, products, and yield Reactants: ClCC1=CCCC(O1)=O ((-)-6-chloromethyldihydropyran-2-one). The reagents and catalysts are [C].[Pd] (palladium-carbon). The solvent is C(C)(=O)OCC (ethyl acetate), C(C)(=O)OCC (ethyl acetate). Run at time 2 hour. Yields the product ClCC1CCCC(O1)=O ((-)-6-chloromethyltetrahydropyran-2-one). Isolated yield 96.0%. As a reaction SMILES: [Cl:1][CH2:2][C:3]1[O:8][C:7](=[O:9])[CH2:6][CH2:5][CH:4]=1>[C].[Pd].C(OCC)(=O)C>[Cl:1][CH2:2][CH:3]1[O:8][C:7](=[O:9])[CH2:6][CH2:5][CH2:4]1 |f:1.2|. Reported procedure: A mixture of 150 mg (1.024 mmol) of (-)-6-chloromethyldihydropyran-2-one obtained in Example 4, 6 ml of ethyl acetate and 60 mg of 10% palladium-carbon was stirred for 2 hours under hydrogen atmosphere. After completion of the reaction, the catalyst was removed by filtration, and the solvent was distilled off. Afterward, the resultant residue was subjected to column chromatography (an eluent of hexane:ethyl acetate=5:1), thereby obtaining 146 mg (yield 96%) of (-)-6-chloromethyltetrahydropyran-2... Reactants: COC=1C=C2C(=CC=NC2=CC1OC)OC1=C(C(=C(N)C=C1)C)C (4-[(6,7-Dimethoxy-4-quinolyl)oxy]-2,3-dimethylaniline), ClC(Cl)(OC(OC(Cl)(Cl)Cl)=O)Cl (triphosgene), C([O-])(O)=O.[Na+] (sodium bicarbonate), OCN1C(C2=CC=CC=C2C1=O)=O (2-(hydroxymethyl)-1,3-isoindolinedione). Run in C(C)N(CC)CC (triethylamine), C1(=CC=CC=C1)C (toluene), C(Cl)Cl (methylene chloride). Product: COC=1C=C2C(=CC=NC2=CC1OC)OC1=C(C(=C(C=C1)NC(OCN1C(C2=CC=CC=C2C1=O)=O)=O)C)C ((1,3-Dioxo-2,3-dihydro-1H-2-isoindolyl)methyl N-{4-[(6,7-dimethoxy-4-quinolyl)oxy]-2,3-dimethylphenyl}carbamate). The yield is 17.2%. As a reaction SMILES: [CH3:1][O:2][C:3]1[CH:4]=[C:5]2[C:10](=[CH:11][C:12]=1[O:13][CH3:14])[N:9]=[CH:8][CH:7]=[C:6]2[O:15][C:16]1[CH:22]=[CH:21][C:19]([NH2:20])=[C:18]([CH3:23])[C:17]=1[CH3:24].ClC(Cl)(O[C:29](=[O:35])[O:30][C:31](Cl)(Cl)Cl)Cl.OC[N:39]1[C:47](=[O:48])[C:46]2[C:41](=[CH:42][CH:43]=[CH:44][CH:45]=2)[C:40]1=[O:49].C(=O)(O)[O-].[Na+]>C(Cl)Cl.C(N(CC)CC)C.C1(C)C=CC=CC=1>[CH3:1][O:2][C:3]1[CH:4]=[C:5]2[C:10](=[CH:11][C:12]=1[O:13][CH3:14])[N:9]=[CH:8][CH:7]=[C:6]2[O:15][C:16]1[CH:22]=[CH:21][C:19]([NH:20][C:29](=[O:35])[O:30][CH2:31][N:39]2[C:47](=[O:48])[C:46]3[C:41](=[CH:42][CH:43]=[CH:44][CH:45]=3)[C:40]2=[O:49])=[C:18]([CH3:23])[C:17]=1[CH3:24] |f:3.4|. Reported procedure: 4-[(6,7-Dimethoxy-4-quinolyl)oxy]-2,3-dimethylaniline (50 mg) was added to toluene (5 ml), and triethylamine (0.5 ml), and the mixture was heated under reflux to prepare a solution. A solution of triphosgene (68 mg) in methylene chloride was then added thereto, and the mixture was heated under reflux for 10 min. Next, 2-(hydroxymethyl)-1,3-isoindolinedione (41 mg) was added thereto, and the mixture was further stirred with heating under reflux for 3 hr. A saturated aqueous sodium bicarbonate sol... Reactants: N1N=CC=C1 (pyrazole), ClC=1N=C(C2=C(N1)SC(=C2)[N+](=O)[O-])NCC2=CC(=C(C=C2)OC)OC (2-chloro-6-nitro-4-(3,4-dimethoxybenzylamino)-thieno-[2,3-d]-pyrimidine). Yields the product N1(N=CC=C1)C=1N=C(C2=C(N1)SC(=C2)[N+](=O)[O-])NCC2=CC(=C(C=C2)OC)OC (2-(pyrazol-1-yl)-6-nitro-4-(3,4-dimethoxybenzylamino)-thieno-[2,3-d]-pyrimidine). RXN SMILES: [NH:1]1[CH:5]=[CH:4][CH:3]=[N:2]1.Cl[C:7]1[N:8]=[C:9]([NH:19][CH2:20][C:21]2[CH:26]=[CH:25][C:24]([O:27][CH3:28])=[C:23]([O:29][CH3:30])[CH:22]=2)[C:10]2[CH:15]=[C:14]([N+:16]([O-:18])=[O:17])[S:13][C:11]=2[N:12]=1>>[N:1]1([C:7]2[N:8]=[C:9]([NH:19][CH2:20][C:21]3[CH:26]=[CH:25][C:24]([O:27][CH3:28])=[C:23]([O:29][CH3:30])[CH:22]=3)[C:10]3[CH:15]=[C:14]([N+:16]([O-:18])=[O:17])[S:13][C:11]=3[N:12]=2)[CH:5]=[CH:4][CH:3]=[N:2]1. Reported procedure: Following the procedure of Example 97, the reaction of pyrazole with 2-chloro-6-nitro-4-(3,4-dimethoxybenzylamino)-thieno-[2,3-d]-pyrimidine gives 2-(pyrazol-1-yl)-6-nitro-4-(3,4-dimethoxybenzylamino)-thieno-[2,3-d]-pyrimidine. The reactants are CS(=O)(=O)OCC1CCOCC1, CC1(C)C(C(=O)c2c[nH]c3cc(Cl)ccc23)C1(C)C, [H-], [Na+], CN(C)C=O. The product is CC1(C)C(C(=O)c2cn(CC3CCOCC3)c3cc(Cl)ccc23)C1(C)C. As a reaction SMILES: [CH3:20][S:21]([O:22][CH2:25][CH:26]1[CH2:27][CH2:28][O:29][CH2:30][CH2:31]1)(=[O:23])=[O:24].[Cl:1][c:2]1[cH:3][cH:4][c:5]2[c:6]([C:11](=[O:12])[CH:13]3[C:14]([CH3:18])([CH3:19])[C:15]3([CH3:16])[CH3:17])[cH:7][nH:8][c:9]2[cH:10]1.[H-:33].[Na+:32].[O:34]=[CH:35][N:36]([CH3:37])[CH3:38]>>[Cl:1][c:2]1[cH:3][cH:4][c:5]2[c:6]([C:11](=[O:12])[CH:13]3[C:14]([CH3:18])([CH3:19])[C:15]3([CH3:16])[CH3:17])[cH:7][n:8]([CH2:25][CH:26]3[CH2:27][CH2:28][O:29][CH2:30][CH2:31]3)[c:9]2[cH:10]1. Starting materials: C1(CCCCC1)O (cyclohexanol), N1=CC=CC=C1 (pyridine), ClC(=O)OCCl (chloromethyl chloroformate). Solvent: C(Cl)Cl (methylene chloride). Product: C(OCCl)(OC1CCCCC1)=O (Chloromethyl Cyclohexyl Carbonate). Reaction SMILES: [CH:1]1([OH:7])[CH2:6][CH2:5][CH2:4][CH2:3][CH2:2]1.N1C=CC=CC=1.Cl[C:15]([O:17][CH2:18][Cl:19])=[O:16]>C(Cl)Cl>[C:15](=[O:16])([O:7][CH:1]1[CH2:6][CH2:5][CH2:4][CH2:3][CH2:2]1)[O:17][CH2:18][Cl:19]. Reported procedure: A solution of 3.0 g of cyclohexanol and 2.4 ml of pyridine in 30 ml of methylene chloride is cooled to -78° C. and, with stirring, 2.4 ml of chloromethyl chloroformate is added dropwise to the solution. After completion of addition, a cold bath is removed. The mixture is stirred at room temperature for 16 hours, washed with three 30-ml portions of saturated aqueous sodium chloride and dried over anhydrous magnesium sulfate. The solvent is then distilled off under reduced pressure to give 4.5 g o... Reactants: ClC1=C(C=C(C(=C1)C)O)N1C(N2C(=CCCC2)C1=O)=O (2-(2-chloro-4-methyl-5-hydroxyphenyl)-5,6-dihydroimidazo [1,5-a] pyridine-1,3[2H, 7H]-dione), C1(CCCC1)Br (cyclopentylbromide), C([O-])([O-])=O.[K+].[K+] (potassium carbonate), [Cl-].[NH4+] (ammonium chloride). Solvent: C(C)#N (acetonitrile). Yields the product ClC1=C(C=C(C(=C1)C)OC1CCCC1)N1C(N2C(=CCCC2)C1=O)=O (2-(2-chloro-5-cyclopentyloxy-4-methylphenyl)-5,6-dihydroimidazo [1,5-a] pyridine-1,3[2H, 7H]-dione). Yield: 67.4%. RXN SMILES: [Cl:1][C:2]1[CH:7]=[C:6]([CH3:8])[C:5]([OH:9])=[CH:4][C:3]=1[N:10]1[C:18](=[O:19])[C:13]2=[CH:14][CH2:15][CH2:16][CH2:17][N:12]2[C:11]1=[O:20].[CH:21]1(Br)[CH2:25][CH2:24][CH2:23][CH2:22]1.C(=O)([O-])[O-].[K+].[K+].[Cl-].[NH4+]>C(#N)C>[Cl:1][C:2]1[CH:7]=[C:6]([CH3:8])[C:5]([O:9][CH:21]2[CH2:25][CH2:24][CH2:23][CH2:22]2)=[CH:4][C:3]=1[N:10]1[C:18](=[O:19])[C:13]2=[CH:14][CH2:15][CH2:16][CH2:17][N:12]2[C:11]1=[O:20] |f:2.3.4,5.6|. Procedure details: An acetonitrile (10 mL) solution of 2-(2-chloro-4-methyl-5-hydroxyphenyl)-5,6-dihydroimidazo [1,5-a] pyridine-1,3[2H, 7H]-dione (0.34 g, 1.11 mmol), cyclopentylbromide (0.13 mL, 1.22 mmol) and potassium carbonate (0.15 g, 1.11 mmol) was stirred for 4 hours under reflux. A saturated ammonium chloride solution (20 mL) was added to the resulting mixture and the organic layer was separated. The aqueous layer was extracted with diethyl ether (10 mL×2 times), and the organic layer combined was washed ... The reactants are BrB(Br)Br, O=C([O-])O, ClCCl, CC(C)O, ClC(Cl)Cl, Cl, COc1ccc2c(C(=O)c3ccc(OCCN4CCCCCC4)cc3)c(-c3c(F)cccc3F)ccc2c1, [Na+]. Product: O=C(c1ccc(OCCN2CCCCCC2)cc1)c1c(-c2c(F)cccc2F)ccc2cc(O)ccc12. RXN SMILES: [B:40]([Br:41])([Br:42])[Br:43].[C:44](=[O:45])([OH:46])[O-:47].[CH2:49]([Cl:50])[Cl:51].[CH:52]([OH:53])([CH3:54])[CH3:55].[CH:56]([Cl:57])([Cl:58])[Cl:59].[ClH:39].[N:1]1([CH2:8][CH2:9][O:10][c:11]2[cH:12][cH:13][c:14]([C:17](=[O:18])[c:19]3[c:20](-[c:31]4[c:32]([F:38])[cH:33][cH:34][cH:35][c:36]4[F:37])[cH:21][cH:22][c:23]4[cH:24][c:25]([O:29][CH3:30])[cH:26][cH:27][c:28]34)[cH:15][cH:16]2)[CH2:2][CH2:3][CH2:4][CH2:5][CH2:6][CH2:7]1.[Na+:48]>>[N:1]1([CH2:8][CH2:9][O:10][c:11]2[cH:12][cH:13][c:14]([C:17](=[O:18])[c:19]3[c:20](-[c:31]4[c:32]([F:38])[cH:33][cH:34][cH:35][c:36]4[F:37])[cH:21][cH:22][c:23]4[cH:24][c:25]([OH:29])[cH:26][cH:27][c:28]34)[cH:15][cH:16]2)[CH2:2][CH2:3][CH2:4][CH2:5][CH2:6][CH2:7]1. As a reaction SMILES: Cl[C:2]1[N:3]=[N:4][C:5]([C:8]2[CH:9]=[N:10][N:11]([CH2:13][O:14][CH2:15][CH2:16][Si:17]([CH3:20])([CH3:19])[CH3:18])[CH:12]=2)=[CH:6][CH:7]=1.O.[NH2:22][NH2:23]>C(O)C>[CH3:18][Si:17]([CH3:20])([CH3:19])[CH2:16][CH2:15][O:14][CH2:13][N:11]1[CH:12]=[C:8]([C:5]2[N:4]=[N:3][C:2]([NH:22][NH2:23])=[CH:7][CH:6]=2)[CH:9]=[N:10]1 |f:1.2|. The product is C[Si](CCOCN1N=CC(=C1)C1=CC=C(N=N1)NN)(C)C ({6-[1-(2-Trimethylsilanyl-ethoxymethyl)-1H-pyrazol-4-yl]-pyridazin-3-yl}-hydrazine). Reported procedure: To a suspension of 3-chloro-6-[1-(2-trimethylsilanyl-ethoxymethyl)-1H-pyrazol-4-yl]-pyridazine (640 mg, 2.06 mmol) in ethanol (5 mL) was added hydrazine monohydrate (1.34 mL, 1.4 g, 28 mmol). The reaction mixture was stirred at 50° C. for 18 h, then cooled to room temperature. The precipitate was collected via filtration, washed with cold ethanol and dried in vacuo to provide title compound as a white solid (500 mg, 1.6 mmol, 79% yield): 1H NMR (DMSO-d6) δ 0.00 (9H, s), 0.89 (2H, t), 3.61 (2H, t... The solvent is C(C)O (ethanol). Yield: 77.7%. Run at temperature 50 celsius, time 18 hour. The reactants are ClC=1N=NC(=CC1)C=1C=NN(C1)COCC[Si](C)(C)C (3-chloro-6-[1-(2-trimethylsilanyl-ethoxymethyl)-1H-pyrazol-4-yl]-pyridazine), O.NN (hydrazine monohydrate).